From a dataset of the Open Reaction Database (ORD), a public repository of structured organic reaction records. describe an organic reaction: reactants, conditions, products, and yield The reactants are CCCCc1ccc(N=C=O)cc1, COc1cc2nccc(Oc3cccc([N+](=O)[O-])c3)c2cc1OC, Cc1ccccc1, O=[N+]([O-])c1cccc(O)c1. Yields the product CCCCc1ccc(NC(=O)Nc2cccc(Oc3ccnc4cc(OC)c(OC)cc34)c2)cc1. Reaction SMILES: [CH2:35]([CH2:36][CH2:37][CH3:38])[c:39]1[cH:40][cH:41][c:42]([N:45]=[C:46]=[O:47])[cH:43][cH:44]1.[CH3:1][O:2][c:3]1[cH:4][c:5]2[c:6]([O:15][c:16]3[cH:17][c:18]([N+:22]([O-:23])=[O:24])[cH:19][cH:20][cH:21]3)[cH:7][cH:8][n:9][c:10]2[cH:11][c:12]1[O:13][CH3:14].[CH3:48][c:49]1[cH:50][cH:51][cH:52][cH:53][cH:54]1.[OH:25][c:26]1[cH:27][c:28]([N+:29](=[O:30])[O-:31])[cH:32][cH:33][cH:34]1>>[CH3:1][O:2][c:3]1[cH:4][c:5]2[c:6]([O:15][c:16]3[cH:17][c:18]([NH:22][C:46]([NH:45][c:42]4[cH:41][cH:40][c:39]([CH2:35][CH2:36][CH2:37][CH3:38])[cH:44][cH:43]4)=[O:47])[cH:19][cH:20][cH:21]3)[cH:7][cH:8][n:9][c:10]2[cH:11][c:12]1[O:13][CH3:14]. Reactants: C(C)(C)(C)OC(=O)N1CCN(CC1)C(=O)C1=C(N(C2=C1C=NC=C2)C2=CC=CC=C2)OC2=C(C=CC(=C2)F)C (4-[2-(5-Fluoro-2-methyl-phenoxy)-1-phenyl-1H-pyrrolo[3,2-c]pyridine-3-carbonyl]-piperazine-1-carboxylic acid tert-butyl ester), Cl.Cl.FC=1C=CC(=C(OC2=C(C=3C=NC=CC3N2C2=CC=CC=C2)C(=O)N2CCNCC2)C1)C ([2-(5-fluoro-2-methyl-phenoxy)-1-phenyl-1H-pyrrolo[3,2-c]pyridin-3-yl]-piperazin-1-yl-methanone dihydrochloride), Cl (hydrochloric acid). Product: FC=1C=CC(=C(OC2=C(C=3C=NC=CC3N2C2=CC=CC=C2)C(=O)N2CCNCC2)C1)C ([2-(5-Fluoro-2-methyl-phenoxy)-1-phenyl-1H-pyrrolo[3,2-c]pyridin-3-yl]-piperazin-1-yl-methanone). Yield: 46.9%. Reaction SMILES: C(OC([N:8]1[CH2:13][CH2:12][N:11]([C:14]([C:16]2[C:20]3[CH:21]=[N:22][CH:23]=[CH:24][C:19]=3[N:18]([C:25]3[CH:30]=[CH:29][CH:28]=[CH:27][CH:26]=3)[C:17]=2[O:31][C:32]2[CH:37]=[C:36]([F:38])[CH:35]=[CH:34][C:33]=2[CH3:39])=[O:15])[CH2:10][CH2:9]1)=O)(C)(C)C.Cl.Cl.Cl.FC1C=CC(C)=C(C=1)OC1N(C2C=CC=CC=2)C2C=CN=CC=2C=1C(N1CCNCC1)=O>>[F:38][C:36]1[CH:35]=[CH:34][C:33]([CH3:39])=[C:32]([CH:37]=1)[O:31][C:17]1[N:18]([C:25]2[CH:26]=[CH:27][CH:28]=[CH:29][CH:30]=2)[C:19]2[CH:24]=[CH:23][N:22]=[CH:21][C:20]=2[C:16]=1[C:14]([N:11]1[CH2:10][CH2:9][NH:8][CH2:13][CH2:12]1)=[O:15] |f:2.3.4|. Reported procedure: The compound of step 6 (173 mg, 327 μmol) was reacted analogously as described in example 1, step 7. Dissolution of the obtained solid in a small quantity of MOH, addition of hydrochloric acid (0.1 M) and lyophilization overnight yielded 66 mg of the title compound in the form of the [2-(5-fluoro-2-methyl-phenoxy)-1-phenyl-1H-pyrrolo[3,2-c]pyridin-3-yl]-piperazin-1-yl-methanone dihydrochloride. The reactants are C(C1=CC=CC=C1)OC(=O)N1CCC(CC1)C1=CC=C(C=C1)CC(=O)OC (methyl 4-[1-(benzyloxy-carbonyl)piperidin-4-yl]phenylacetate). The reagents and catalysts are [C].[Pd] (palladium-carbon). Solvent: C(C)O (ethanol). Run at time 12 hour. Product: N1CCC(CC1)C1=CC=C(C=C1)CC(=O)OC (methyl 4-(piperidin-4-yl)phenylacetate). The yield is 78.7%. RXN SMILES: C(OC([N:11]1[CH2:16][CH2:15][CH:14]([C:17]2[CH:22]=[CH:21][C:20]([CH2:23][C:24]([O:26][CH3:27])=[O:25])=[CH:19][CH:18]=2)[CH2:13][CH2:12]1)=O)C1C=CC=CC=1>C(O)C.[C].[Pd]>[NH:11]1[CH2:16][CH2:15][CH:14]([C:17]2[CH:22]=[CH:21][C:20]([CH2:23][C:24]([O:26][CH3:27])=[O:25])=[CH:19][CH:18]=2)[CH2:13][CH2:12]1 |f:2.3|. Procedure: To a solution of 1.0 g of methyl 4-[1-(benzyloxy-carbonyl)piperidin-4-yl]phenylacetate in ethanol (100 ml) was added 1.0 g of 10% palladium-carbon (moisture content: 50%) and a hydrogenation reaction was effected under atmospheric pressure for 12 hours. Then the palladium-carbon was filtered off and the solvent was concentrated under reduced pressure to thereby give 0.5 g of crude methyl 4-(piperidin-4-yl)phenylacetate. To a solution of 0.5 g of this crude product and 0.5 g of 8-(chloroethyl)-10... Reactants: FC1(C(C=CC2=CC(=CC=C12)[C@@H]1CC[C@H](CC1)CCC)(F)F)F (1,1,2,2-tetrafluoro-6-(trans-4-propylcyclohexyl)-1,2-dihydronaphthalene), FC1(C(C=C(C2=CC(=CC=C12)[C@@H]1CC[C@H](CC1)CCC)F)F)F (1,1,2,4-tetrafluoro-6-(trans-4-propylcyclohexyl)-1,2-dihydronaphthalene), [Cl-].[NH4+] (ammonium chloride). The reagents and catalysts are [Zn] (zinc). Solvent: [NH4+].[OH-] (NH4OH), C1CCOC1 (THF). The product is FC1=C(C=CC2=CC(=CC=C12)[C@@H]1CC[C@H](CC1)CCC)F (1,2-DIFLUORO-6-(trans-4-PROPYLCYCLOHEXYL)NAPHTHALENE). Reaction SMILES: [F:1][C:2]1(F)[C:11]2[C:6](=[CH:7][C:8]([C@H:12]3[CH2:17][CH2:16][C@H:15]([CH2:18][CH2:19][CH3:20])[CH2:14][CH2:13]3)=[CH:9][CH:10]=2)[CH:5]=[CH:4][C:3]1(F)[F:21].FC1(F)C2C(=CC([C@H]3CC[C@H](CCC)CC3)=CC=2)C(F)=CC1F.[Cl-].[NH4+]>C1COCC1.[NH4+].[OH-].[Zn]>[F:1][C:2]1[C:11]2[C:6](=[CH:7][C:8]([C@H:12]3[CH2:13][CH2:14][C@H:15]([CH2:18][CH2:19][CH3:20])[CH2:16][CH2:17]3)=[CH:9][CH:10]=2)[CH:5]=[CH:4][C:3]=1[F:21] |f:2.3,5.6|. Procedure: A mixture of 1,1,2,2-tetrafluoro-6-(trans-4-propylcyclohexyl)-1,2-dihydronaphthalene and 1,1,2,4-tetrafluoro-6-(trans-4-propylcyclohexyl)-1,2-dihydronaphthalene, 25.6 g (78.4 mmol) in THF was stirred at ambient temperature with zinc dust (25.0 g, 382 mmol) and a solution containing ammonium chloride dissolved in aqueous 30% NH4OH. The reaction was terminated after 48 h. The mixture was filtered, and the zinc was washed with hexanes. The filtrate was transferred to a separatory funnel, the phases... Reactants: CCCC(Br)C(=O)OCC, O=C([O-])[O-], CC#N, Cc1nc(-c2cccc(O)c2)no1, [Cs+], [Cs+]. The product is CCCC(Oc1cccc(-c2noc(C)n2)c1)C(=O)OCC. Reaction SMILES: [Br:20][CH:21]([C:22](=[O:23])[O:24][CH2:25][CH3:26])[CH2:27][CH2:28][CH3:29].[C:1](=[O:2])([O-:3])[O-:4].[CH3:30][C:31]#[N:32].[CH3:7][c:8]1[n:9][c:10](-[c:13]2[cH:14][c:15]([OH:19])[cH:16][cH:17][cH:18]2)[n:11][o:12]1.[Cs+:5].[Cs+:6]>>[CH3:7][c:8]1[n:9][c:10](-[c:13]2[cH:14][c:15]([O:19][CH:21]([C:22](=[O:23])[O:24][CH2:25][CH3:26])[CH2:27][CH2:28][CH3:29])[cH:16][cH:17][cH:18]2)[n:11][o:12]1. The reactants are BrC=1C=C(/C=C/C(=O)Cl)C=CC1 (trans 3-bromocinnamoyl chloride), C1(CC1)N (cyclopropylamine). The solvent is C1(=CC=CC=C1)C (toluene), C1(=CC=CC=C1)C (toluene). Conditions: time 2 hour. Yields the product BrC=1C=C(/C=C/C(=O)NC2CC2)C=CC1 (trans 3-bromo-N-cyclopropylcinnamamide). The yield is 90.7%. RXN SMILES: [Br:1][C:2]1[CH:3]=[C:4]([CH:10]=[CH:11][CH:12]=1)/[CH:5]=[CH:6]/[C:7](Cl)=[O:8].[CH:13]1([NH2:16])[CH2:15][CH2:14]1>C1(C)C=CC=CC=1>[Br:1][C:2]1[CH:3]=[C:4]([CH:10]=[CH:11][CH:12]=1)/[CH:5]=[CH:6]/[C:7]([NH:16][CH:13]1[CH2:15][CH2:14]1)=[O:8]. Procedure: A solution of trans 3-bromocinnamoyl chloride (12.2 g) in dry toluene (150 ml) was added dropwise (rapidly) with rapid stirring to a solution of cyclopropylamine (6.3 g) in dry toluene (150 ml). The reaction mixture was stirred at room temperature for 2 hours, then at 30°-35° C. for an additional hour; and the solvent and excess amine were removed under reduced pressure. The residue was triturated with water to remove cyclopropylamine hydrochloride. The product was filtered, washed with dilute h... The reactants are CCCCP(CCCC)CCCC, Cc1ccccc1, CCCCCC, O=C(N=NC(=O)N1CCCCC1)N1CCCCC1, Cc1cc(OC2CCS(=O)(=O)CC2)cc(C)c1-c1cccc(CO)c1, COC(=O)C1CC1c1ccc(O)cc1. Yields the product COC(=O)C1CC1c1ccc(OCc2cccc(-c3c(C)cc(OC4CCS(=O)(=O)CC4)cc3C)c2)cc1. As a reaction SMILES: [CH2:40]([P:41]([CH2:42][CH2:43][CH2:44][CH3:45])[CH2:46][CH2:47][CH2:48][CH3:49])[CH2:50][CH2:51][CH3:52].[CH3:71][c:72]1[cH:73][cH:74][cH:75][cH:76][cH:77]1.[CH3:78][CH2:79][CH2:80][CH2:81][CH2:82][CH3:83].[N:53]([C:54]([N:55]1[CH2:56][CH2:57][CH2:58][CH2:59][CH2:60]1)=[O:61])=[N:62][C:63]([N:64]1[CH2:65][CH2:66][CH2:67][CH2:68][CH2:69]1)=[O:70].[O:15]=[S:16]1(=[O:39])[CH2:17][CH2:18][CH:19]([O:22][c:23]2[cH:24][c:25]([CH3:38])[c:26](-[c:30]3[cH:31][c:32]([CH2:36][OH:37])[cH:33][cH:34][cH:35]3)[c:27]([CH3:29])[cH:28]2)[CH2:20][CH2:21]1.[OH:1][c:2]1[cH:3][cH:4][c:5]([CH:8]2[CH:9]([C:11](=[O:12])[O:13][CH3:14])[CH2:10]2)[cH:6][cH:7]1>>[O:1]([c:2]1[cH:3][cH:4][c:5]([CH:8]2[CH:9]([C:11](=[O:12])[O:13][CH3:14])[CH2:10]2)[cH:6][cH:7]1)[CH2:36][c:32]1[cH:31][c:30](-[c:26]2[c:25]([CH3:38])[cH:24][c:23]([O:22][CH:19]3[CH2:18][CH2:17][S:16](=[O:15])(=[O:39])[CH2:21][CH2:20]3)[cH:28][c:27]2[CH3:29])[cH:35][cH:34][cH:33]1.